From a dataset of the Open Reaction Database (ORD), a public repository of structured organic reaction records. describe an organic reaction: reactants, conditions, products, and yield Reactants: CC(C)(C)[O-], CC(=O)O, Cc1ccccc1, CCOC(=O)CP(=O)(OCC)OCC, [Na+], O=Cc1ccc2c(c1)CCO2, O. Product: CCOC(=O)C=Cc1ccc2c(c1)CCO2. RXN SMILES: [CH3:1][C:2]([CH3:3])([O-:4])[CH3:5].[CH3:32][C:33](=[O:34])[OH:35].[CH3:36][c:37]1[cH:38][cH:39][cH:40][cH:41][cH:42]1.[CH3:7][CH2:8][O:9][C:10](=[O:11])[CH2:12][P:13]([O:14][CH2:15][CH3:16])([O:17][CH2:18][CH3:19])=[O:20].[Na+:6].[O:21]1[CH2:22][CH2:23][c:24]2[c:25]1[cH:26][cH:27][c:28]([CH:30]=[O:31])[cH:29]2.[OH2:43]>>[CH3:7][CH2:8][O:9][C:10](=[O:11])[CH:12]=[CH:30][c:28]1[cH:27][cH:26][c:25]2[c:24]([cH:29]1)[CH2:23][CH2:22][O:21]2. Reactants: OC1CCCCCCC1, COC(=O)Cl, Cl, c1ccncc1, c1ccccc1, c1ccncc1. Yields the product COC(=O)OC1CCCCCCC1. As a reaction SMILES: [CH:6]1([OH:14])[CH2:7][CH2:8][CH2:9][CH2:10][CH2:11][CH2:12][CH2:13]1.[Cl:1][C:2](=[O:3])[O:4][CH3:5].[ClH:21].[cH:15]1[cH:16][cH:17][n:18][cH:19][cH:20]1.[cH:28]1[cH:29][cH:30][cH:31][cH:32][cH:33]1.[n:22]1[cH:23][cH:24][cH:25][cH:26][cH:27]1>>[C:2](=[O:3])([O:4][CH3:5])[O:14][CH:6]1[CH2:7][CH2:8][CH2:9][CH2:10][CH2:11][CH2:12][CH2:13]1. Reaction SMILES: [CH3:1][CH:2]([NH:9][C:10]1[N:15]=[C:14]([C:16]2[N:17]=[N:18][C:19]([CH:32]3[CH2:37][CH2:36][N:35](C(OCC4C=CC=CC=4)=O)[CH2:34][CH2:33]3)=[CH:20][C:21]=2[C:22]2[CH:27]=[CH:26][CH:25]=[C:24]([C:28]([F:31])([F:30])[F:29])[CH:23]=2)[CH:13]=[CH:12][N:11]=1)[C:3]1[CH:8]=[CH:7][CH:6]=[CH:5][CH:4]=1.Cl>Br.CC(O)=O>[CH3:1][CH:2]([NH:9][C:10]1[N:15]=[C:14]([C:16]2[N:17]=[N:18][C:19]([CH:32]3[CH2:37][CH2:36][NH:35][CH2:34][CH2:33]3)=[CH:20][C:21]=2[C:22]2[CH:27]=[CH:26][CH:25]=[C:24]([C:28]([F:29])([F:31])[F:30])[CH:23]=2)[CH:13]=[CH:12][N:11]=1)[C:3]1[CH:4]=[CH:5][CH:6]=[CH:7][CH:8]=1 |f:2.3|. Procedure: Under Ar, a solution of 29 (0.3 g, 0.47 mmol) in 30% HBr-AcOH (5 mL) was stirred at room temperature for 1 h. The reaction was then treated with 2N HCl and extracted with Et2O (2×). The resulting aqueous was then basified with saturated Na2CO3 and extracted with EtOAc (3×). The organic extracts were dried, filtered and concentrated to dryness. The residue was chromatographed on a Still column (40 mm) and the product eluted with 5% CH3OH CHCl3 saturated with NH3 to yield 70 mg of 30. Reactants: CC(C1=CC=CC=C1)NC1=NC=CC(=N1)C=1N=NC(=CC1C1=CC(=CC=C1)C(F)(F)F)C1CCN(CC1)C(=O)OCC1=CC=CC=C1 (3-[2-(α-methylbenzylamino)pyrimidin-4-yl]-4-(3-trifluoromethylphenyl)-6-(N-carbobenzoxypiperidin-4-yl)pyridazine), Cl (HCl). Solvent: Br.CC(=O)O (HBr AcOH). Product: CC(C1=CC=CC=C1)NC1=NC=CC(=N1)C=1N=NC(=CC1C1=CC(=CC=C1)C(F)(F)F)C1CCNCC1 (3-[2-(α-methylbenzylamino )pyrimidin-4-yl]-4-(3-trifluoromethylphenyl)-6-(piperidin-4-yl)pyridazine). Yield: 29.5%. Reactants: ClCc1nc2ccccc2[nH]1, N#Cc1cccc(Cn2c(=O)cc(N3CCCC(N)C3)n(Cc3ccccc3C#N)c2=O)c1. The product is N#Cc1ccccc1Cn1c(N2CCCC(N)C2)cc(=O)n(Cc2nc3ccccc3[nH]2)c1=O. Reaction SMILES: [Cl:34][CH2:35][c:36]1[nH:37][c:38]2[c:39]([n:40]1)[cH:41][cH:42][cH:43][cH:44]2.[NH2:1][CH:2]1[CH2:3][N:4]([c:8]2[cH:9][c:10](=[O:33])[n:11]([CH2:24][c:25]3[cH:26][cH:27][cH:28][c:29]([C:30]#[N:31])[cH:32]3)[c:12](=[O:23])[n:13]2[CH2:14][c:15]2[c:16]([C:17]#[N:18])[cH:19][cH:20][cH:21][cH:22]2)[CH2:5][CH2:6][CH2:7]1>>[NH2:1][CH:2]1[CH2:3][N:4]([c:8]2[cH:9][c:10](=[O:33])[n:11]([CH2:24][c:36]3[n:37][c:38]4[c:39]([nH:40]3)[cH:41][cH:42][cH:43][cH:44]4)[c:12](=[O:23])[n:13]2[CH2:14][c:15]2[c:16]([C:17]#[N:18])[cH:19][cH:20][cH:21][cH:22]2)[CH2:5][CH2:6][CH2:7]1. The reactants are FC(C(=O)O)(F)F (Trifluoroacetic acid), C(C)(C)(C)OC(=O)N1[C@@H]2CN([C@H](C1)C2)C2=CC=C(C1=CC=CC=C21)C#N ((1S,4S)-5-(4-Cyanonaphthalen-1-yl)-2,5-diazabicyclo[2.2.1]heptane-2-carboxylic acid tert-butyl ester), Cl (Hydrochloric acid). Run in ClCCl (dichloromethane). Conditions: time 3 hour. The product is Cl.[C@@H]12N(C[C@@H](NC1)C2)C2=CC=C(C1=CC=CC=C21)C#N (4-((1S,4S)-2,5-Diazabicyclo[2.2.1]hept-2-yl)naphthalene-1-carbonitrile hydrochloride). Yield: 99.0%. RXN SMILES: C(OC([N:8]1[CH2:13][C@@H:12]2[CH2:14][C@H:9]1[CH2:10][N:11]2[C:15]1[C:24]2[C:19](=[CH:20][CH:21]=[CH:22][CH:23]=2)[C:18]([C:25]#[N:26])=[CH:17][CH:16]=1)=O)(C)(C)C.FC(F)(F)C(O)=O.[ClH:34]>ClCCl>[ClH:34].[C@H:12]12[CH2:14][C@H:9]([NH:8][CH2:13]1)[CH2:10][N:11]2[C:15]1[C:24]2[C:19](=[CH:20][CH:21]=[CH:22][CH:23]=2)[C:18]([C:25]#[N:26])=[CH:17][CH:16]=1 |f:4.5|. Procedure details: 165RL03 (207 mg, 0.59 mmol) was dissolved in dichloromethane (2 mL). Trifluoroacetic acid (2 mL) was added and the mixture was shaken in a vial at rt for 3 hours. TLC showed no more starting material. Hydrochloric acid (1 M, 5 mL) was added and the mixture was washed with ethyl acetate (2×10 mL). The aqueous layer was made alkaline with sodium hydroxide (2 M) and extracted with ethyl acetate (3×20 mL). The combined organic layers were dried over sodium sulfate and evaporated to dryness to give a... Starting materials: [Li]CCCC, C1CCOC1, CCCCCC, Clc1nc(N2CCOCC2)c2scnc2n1, CN(C)C=O. Product: O=Cc1nc2nc(Cl)nc(N3CCOCC3)c2s1. As a reaction SMILES: [CH2:17]([Li:18])[CH2:19][CH2:20][CH3:21].[CH2:33]1[O:34][CH2:35][CH2:36][CH2:37]1.[CH3:22][CH2:23][CH2:24][CH2:25][CH2:26][CH3:27].[Cl:1][c:2]1[n:3][c:4]([N:11]2[CH2:12][CH2:13][O:14][CH2:15][CH2:16]2)[c:5]2[c:6]([n:7]1)[n:8][cH:9][s:10]2.[O:28]=[CH:29][N:30]([CH3:31])[CH3:32]>>[Cl:1][c:2]1[n:3][c:4]([N:11]2[CH2:12][CH2:13][O:14][CH2:15][CH2:16]2)[c:5]2[c:6]([n:7]1)[n:8][c:9]([CH:29]=[O:28])[s:10]2. Product: O[C@H]1[C@@H]([C@H](NC=2C=3N(C=CC12)C(=C(N3)COC)C)C3=CC=CC=C3)O ((7R,8R,9R)-7,8-Dihydroxy-2-methoxymethyl-3-methyl-9-phenyl-7,8,9,10-tetrahydroimidazo[1,2-h][1,7]naphthyridine). Starting materials: O[C@@H]1[C@H](NC=2C=3N(C=CC2C1=O)C(=C(N3)COC)C)C3=CC=CC=C3 ((8R,9R)-8-hydroxy-2-methoxymethyl-3-methyl-9-phenyl-7,8,9,10-tetrahydro-imidazo[1,2-h][1,7]naphthyridin-7-one), [BH4-].[Na+] (sodium borohydride), [Cl-].[NH4+] (ammonium chloride). Procedure: 6.0 g of (8R,9R)-8-hydroxy-2-methoxymethyl-3-methyl-9-phenyl-7,8,9,10-tetrahydro-imidazo[1,2-h][1,7]naphthyridin-7-one are suspended in 40 ml methanol and 0.6 g sodium borohydride are added in small portions over a period of 30 min. After 1 h at ambient temperature the reaction mixture is poured onto of 60 ml icewater and 2 g ammonium chloride. The organic layer is separated and the aqueous phase extracted three times with dichloromethane. The combined organic phases are dried over anhydrous sod... Solvent: CO (methanol). Isolated yield 77.9%. As a reaction SMILES: [OH:1][C@H:2]1[C:11](=[O:12])[C:10]2[CH:9]=[CH:8][N:7]3[C:13]([CH3:19])=[C:14]([CH2:16][O:17][CH3:18])[N:15]=[C:6]3[C:5]=2[NH:4][C@@H:3]1[C:20]1[CH:25]=[CH:24][CH:23]=[CH:22][CH:21]=1.[BH4-].[Na+].[Cl-].[NH4+]>CO>[OH:12][C@@H:11]1[C:10]2[CH:9]=[CH:8][N:7]3[C:13]([CH3:19])=[C:14]([CH2:16][O:17][CH3:18])[N:15]=[C:6]3[C:5]=2[NH:4][C@H:3]([C:20]2[CH:21]=[CH:22][CH:23]=[CH:24][CH:25]=2)[C@H:2]1[OH:1] |f:1.2,3.4|. Reactants: CN(C)C=O, O=Cc1ccc(Cl)c([N+](=O)[O-])c1, [F-], [K+], O. Yields the product O=Cc1ccc(F)c([N+](=O)[O-])c1. Reaction SMILES: [CH3:15][N:16]([CH3:17])[CH:18]=[O:19].[Cl:1][c:2]1[c:3]([N+:10](=[O:11])[O-:12])[cH:4][c:5]([CH:6]=[O:7])[cH:8][cH:9]1.[F-:13].[K+:14].[OH2:20]>>[c:2]1([F:13])[c:3]([N+:10](=[O:11])[O-:12])[cH:4][c:5]([CH:6]=[O:7])[cH:8][cH:9]1. Reactants: CC1=C(N=C(O1)C1=CC=C(C=C1)O)CN1C(=CC2=CC(=CC=C12)C(C(F)(F)F)(C(F)(F)F)O)C (4-{5-methyl-4-[2-methyl-5-(2,2,2-trifluoro-1-hydroxy-1-trifluoromethyl-ethyl)-indol-1-ylmethyl]-oxazol-2-yl}-phenol), CN(C(=O)Cl)C (dimethyl carbamoylchloride), CCOCC (Et2O), Cl (HCl). The solvent is N1=CC=CC=C1 (pyridine). Conditions: temperature 60 celsius, time 2 hour. Product: CC1=C(N=C(O1)C1=CC=C(C=C1)OC(N(C)C)=O)CN1C(=CC2=CC(=CC=C12)C(C(F)(F)F)(C(F)(F)F)O)C (dimethyl-carbamic acid 4-{5-methyl-4-[2-methyl-5-(2,2,2-trifluoro-1-hydroxy-1-trifluoromethyl-ethyl)-indol-1-ylmethyl]-oxazol-2-yl}-phenyl ester). Isolated yield 65.8%. As a reaction SMILES: [CH3:1][C:2]1[O:6][C:5]([C:7]2[CH:12]=[CH:11][C:10]([OH:13])=[CH:9][CH:8]=2)=[N:4][C:3]=1[CH2:14][N:15]1[C:23]2[C:18](=[CH:19][C:20]([C:24]([OH:33])([C:29]([F:32])([F:31])[F:30])[C:25]([F:28])([F:27])[F:26])=[CH:21][CH:22]=2)[CH:17]=[C:16]1[CH3:34].[CH3:35][N:36]([CH3:40])[C:37](Cl)=[O:38].CCOCC.Cl>N1C=CC=CC=1>[CH3:1][C:2]1[O:6][C:5]([C:7]2[CH:8]=[CH:9][C:10]([O:13][C:37](=[O:38])[N:36]([CH3:40])[CH3:35])=[CH:11][CH:12]=2)=[N:4][C:3]=1[CH2:14][N:15]1[C:23]2[C:18](=[CH:19][C:20]([C:24]([OH:33])([C:25]([F:26])([F:27])[F:28])[C:29]([F:32])([F:31])[F:30])=[CH:21][CH:22]=2)[CH:17]=[C:16]1[CH3:34]. Procedure details: A solution of 25 mg (0.052 mmol) 4-{5-methyl-4-[2-methyl-5-(2,2,2-trifluoro-1-hydroxy-1-trifluoromethyl-ethyl)-indol-1-ylmethyl]-oxazol-2-yl}-phenol (example 99) in 1 mL of pyridine was treated with 28 mg (0.26 mmol) of dimethyl carbamoylchloride and stirred at 60° C. for 2 hours. Et2O and aqueous HCl were added and the phases separated. The aqueous phase was extracted with Et2O and the combined organic phases dried over Na2SO4. Evaporation of the solvent and column chromatography on silica gel ... Starting materials: CO, CC(CCCOC(c1ccccc1)(c1ccccc1)c1ccccc1)N(c1cc(Cl)ccc1Cl)S(=O)(=O)c1ccc(Cl)cc1. Yields the product CC(CCCO)N(c1cc(Cl)ccc1Cl)S(=O)(=O)c1ccc(Cl)cc1. Reaction SMILES: [CH3:45][OH:46].[Cl:1][c:2]1[cH:3][cH:4][c:5]([S:8](=[O:9])(=[O:10])[N:11]([CH:12]([CH2:13][CH2:14][CH2:15][O:16][C:17]([c:18]2[cH:19][cH:20][cH:21][cH:22][cH:23]2)([c:24]2[cH:25][cH:26][cH:27][cH:28][cH:29]2)[c:30]2[cH:31][cH:32][cH:33][cH:34][cH:35]2)[CH3:36])[c:37]2[c:38]([Cl:44])[cH:39][cH:40][c:41]([Cl:43])[cH:42]2)[cH:6][cH:7]1>>[Cl:1][c:2]1[cH:3][cH:4][c:5]([S:8](=[O:9])(=[O:10])[N:11]([CH:12]([CH2:13][CH2:14][CH2:15][OH:16])[CH3:36])[c:37]2[c:38]([Cl:44])[cH:39][cH:40][c:41]([Cl:43])[cH:42]2)[cH:6][cH:7]1.